Dataset: the Open Reaction Database (ORD), a public repository of structured organic reaction records. Task: describe an organic reaction: reactants, conditions, products, and yield Reactants: COC(CN1C(=CC2=CC(=CC=C12)F)C)=O ((5-fluoro-2-methylindol-1-yl)acetic acid methyl ester), [Na+].C(=O)C1=C(C=CC=C1)S(=O)(=O)[O-] (2-formylbenzensulfonic acid sodium salt), C(C)[SiH](CC)CC (triethylsilane), FC(C(=O)O)(F)F (trifluoroacetic acid). Solvent: ClCCCl (1,2-dichloroethane), ClCCCl (1,2-dichloroethane). Conditions: time 6 hour. Product: COC(CN1C(=C(C2=CC(=CC=C12)F)CC1=C(C=CC=C1)S(=O)(=O)O)C)=O ([5-fluoro-2-methyl-3-(2-sulfobenzyl)indol-1-yl]acetic acid methyl ester). The yield is 73.6%. As a reaction SMILES: [CH3:1][O:2][C:3](=[O:16])[CH2:4][N:5]1[C:13]2[C:8](=[CH:9][C:10]([F:14])=[CH:11][CH:12]=2)[CH:7]=[C:6]1[CH3:15].[Na+].[CH:18]([C:20]1[CH:25]=[CH:24][CH:23]=[CH:22][C:21]=1[S:26]([O-:29])(=[O:28])=[O:27])=O.C([SiH](CC)CC)C.FC(F)(F)C(O)=O>ClCCCl>[CH3:1][O:2][C:3](=[O:16])[CH2:4][N:5]1[C:13]2[C:8](=[CH:9][C:10]([F:14])=[CH:11][CH:12]=2)[C:7]([CH2:18][C:20]2[CH:25]=[CH:24][CH:23]=[CH:22][C:21]=2[S:26]([OH:29])(=[O:28])=[O:27])=[C:6]1[CH3:15] |f:1.2|. Procedure details: A mixture of (5-fluoro-2-methylindol-1-yl)acetic acid methyl ester (1.0 g), 2-formylbenzensulfonic acid sodium salt (0.94 g) and 1,2-dichloroethane (15 mL) at 0° C. was treated dropwise with a mixture of triethylsilane (4.3 mL), trifluoroacetic acid (1.0 mL) and 1,2-dichloroethane (10 mL), and the resulting mixture was stirred at room temperature for 6 hours. The mixture was extracted with ethyl acetate and the combined organic extract was dried over sodium sulfate. The solvent was removed under...